The task is: describe an organic reaction: reactants, conditions, products, and yield. This data is from the Open Reaction Database (ORD), a public repository of structured organic reaction records. The reactants are C(C1=CC=CC=C1)NC(NC=1C=C(C=CC1)C1=NC2=CC=CC=C2C(=N1)NC=1C=C2C=NN(C2=CC1)C(=O)OC(C)(C)C)=O (tert-butyl 5-(2-(3-(3-benzylureido)phenyl)quinazolin-4-ylamino)-1H-indazole-1-carboxylate), C(=O)(C(F)(F)F)O (TFA). The solvent is C(Cl)Cl (CH2Cl2). Yields the product C(C1=CC=CC=C1)NC(N)=O (3-benzylurea). RXN SMILES: [CH2:1]([NH:8][C:9](=[O:44])[NH:10]C1C=C(C2N=C(NC3C=C4C(=CC=3)N(C(OC(C)(C)C)=O)N=C4)C3C(=CC=CC=3)N=2)C=CC=1)[C:2]1[CH:7]=[CH:6][CH:5]=[CH:4][CH:3]=1.C(O)(C(F)(F)F)=O>C(Cl)Cl>[CH2:1]([NH:8][C:9](=[O:44])[NH2:10])[C:2]1[CH:7]=[CH:6][CH:5]=[CH:4][CH:3]=1. Procedure details: To tert-butyl 5-(2-(3-(3-benzylureido)phenyl)quinazolin-4-ylamino)-1H-indazole-1-carboxylate (30 mg, 0.051 mmol) was added a solution of 1:1 TFA:CH2Cl2 (2 mL) and stirred at RT for 2 h. The reaction mixture was concentrated in vacuo and left under high vacuum for several hours. The crude product was triturated with ethyl ether to afford 14344-(1H-indazol-5-ylamino)quinazolin-2-yl)phenyl)-3-benzylurea. (25 mg, 100%) Starting materials: FC1=CC(=C(C=O)C=C1)C(F)(F)F (4-fluoro-2-trifluoromethyl-benzaldehyde), Cl.O(C)N (methoxylamine hydrochloride), compound 3-A. Product: CON=CC1=C(C=C(C=C1)F)C(F)(F)F (4-Fluoro-2-trifluoromethyl-benzaldehyde O-methyloxime). Isolated yield 93.0%. As a reaction SMILES: [F:1][C:2]1[CH:9]=[CH:8][C:5]([CH:6]=O)=[C:4]([C:10]([F:13])([F:12])[F:11])[CH:3]=1.Cl.[O:15]([NH2:17])[CH3:16]>>[CH3:16][O:15][N:17]=[CH:6][C:5]1[CH:8]=[CH:9][C:2]([F:1])=[CH:3][C:4]=1[C:10]([F:13])([F:12])[F:11] |f:1.2|. Procedure details: Reaction of 4-fluoro-2-trifluoromethyl-benzaldehyde with methoxylamine hydrochloride as described in the preparation of compound 3-A gave the title oxime ether as a clear oil (93% yield). 1HNMR indicated a 92:8 mixture of E- and Z-isomers. 1HNMR 400 MHz (CDCl3) δ (ppm): (E-isomer) 4.00 (3H, s, OCH3), 7.25 (1H, m, aromatic), 7.37 (1H, m, aromatic), 8.08 (1H, m, aromatic), 8.36 (1H, broad s, CH). Yield: 93.0%. Product: 75.1, C1=CC=C(C=C1)NC2=CC=C(C=C2)[N+](=O)[O-] (4-nitrodiphenylamine). Starting materials: C(=O)NC1=CC=CC=C1.[Na] (sodium formanilide), C(=O)NC1=CC=CC=C1.[K] (potassium formanilide), C(=O)NC1=CC=CC=C1 (formanilide), [N+](=O)([O-])C1=CC=C(C=C1)Cl (p-nitrochlorobenzene). Reported procedure: Into a suitable reactor is charged 64.4 parts by weight (0.45 mole) of sodium formanilide and 8.0 parts by weight (0.05 mole) of potassium formanilide to give a 90/10 ratio of the salts. In addition, there is added 23.4 parts by weight (0.193 mole) of formanilide and 60.6 parts by weight (0.385) of p-nitrochlorobenzene. The mixture is heated and stirred for 1.5 hours at 152°-160° C. The product is isolated as described in Example 1 to obtain 75.1 parts by weight or 93% yield of 4-nitrodiphenylam... Reaction SMILES: C([NH:3][C:4]1[CH:9]=[CH:8][CH:7]=[CH:6][CH:5]=1)=O.[Na].C(NC1C=CC=CC=1)=O.[K].C(NC1C=CC=CC=1)=O.[N+:30]([C:33]1[CH:38]=[CH:37][C:36](Cl)=[CH:35][CH:34]=1)([O-:32])=[O:31]>>[CH:7]1[CH:8]=[CH:9][C:4]([NH:3][C:36]2[CH:37]=[CH:38][C:33]([N+:30]([O-:32])=[O:31])=[CH:34][CH:35]=2)=[CH:5][CH:6]=1 |f:0.1,2.3,^1:9,19|. Conditions: time 1.5 hour. Starting materials: ClC1=CC(=C(C#N)C=C1)C1=CC(=NC=C1F)OC (4-chloro-2-(5-fluoro-2-methoxypyridin-4-yl)benzonitrile), Cl.[NH+]1=CC=CC=C1 (pyridinium hydrochloride). The product is ClC1=CC(=C(C#N)C=C1)C1=CC(NC=C1F)=O (4-Chloro-2-(5-fluoro-2-oxo-1,2-dihydropyridin-4-yl)benzonitrile). RXN SMILES: [Cl:1][C:2]1[CH:9]=[CH:8][C:5]([C:6]#[N:7])=[C:4]([C:10]2[C:15]([F:16])=[CH:14][N:13]=[C:12]([O:17]C)[CH:11]=2)[CH:3]=1.Cl.[NH+]1C=CC=CC=1>>[Cl:1][C:2]1[CH:9]=[CH:8][C:5]([C:6]#[N:7])=[C:4]([C:10]2[C:15]([F:16])=[CH:14][NH:13][C:12](=[O:17])[CH:11]=2)[CH:3]=1 |f:1.2|. Procedure details: 210 mg (0.77 mmol) of 4-chloro-2-(5-fluoro-2-methoxypyridin-4-yl)benzonitrile and pyridinium hydrochloride were reacted according to General Method 3A. Yield: 126 mg (66% of theory) Starting materials: 2A, C1(=CC=CC=C1)C(N1C(C(C2=CC=CC=C12)=O)=O)C1=CC=CC=C1 (1-(diphenylmethyl)-1H-indole-2,3-dione), FC(C1=CC=C(O1)CN1C(C(C2=CC=CC=C12)=O)=O)(F)F (1-((5-(trifluoromethyl)furan-2-yl)methyl)indoline-2,3-dione), ClC=1C(=CC2=C(OCCO2)C1)O (7-chloro-2,3-dihydrobenzo[b][1,4]dioxin-6-ol), BrC=1C=C(C=CC1)O (3-bromophenol). Product: ClC=1C(=C(C2=C(OCCO2)C1)C1(C(N(C2=CC=CC=C12)C(C1=CC=CC=C1)C1=CC=CC=C1)=O)O)O (3-(7-chloro-6-hydroxy-2,3-dihydro-1,4-benzodioxin-5-yl)-1-(diphenylmethyl)-3-hydroxy-1,3-dihydro-2H-indol-2-one). Reaction SMILES: [Cl:1][C:2]1[C:3]([OH:12])=[CH:4][C:5]2[O:10][CH2:9][CH2:8][O:7][C:6]=2[CH:11]=1.BrC1C=C(O)C=CC=1.[C:21]1([CH:27]([C:39]2[CH:44]=[CH:43][CH:42]=[CH:41][CH:40]=2)[N:28]2[C:36]3[C:31](=[CH:32][CH:33]=[CH:34][CH:35]=3)[C:30](=[O:37])[C:29]2=[O:38])[CH:26]=[CH:25][CH:24]=[CH:23][CH:22]=1.FC(F)(F)C1OC(CN2C3C(=CC=CC=3)C(=O)C2=O)=CC=1>>[Cl:1][C:2]1[C:3]([OH:12])=[C:4]([C:30]2([OH:37])[C:31]3[C:36](=[CH:35][CH:34]=[CH:33][CH:32]=3)[N:28]([CH:27]([C:21]3[CH:22]=[CH:23][CH:24]=[CH:25][CH:26]=3)[C:39]3[CH:44]=[CH:43][CH:42]=[CH:41][CH:40]=3)[C:29]2=[O:38])[C:5]2[O:10][CH2:9][CH2:8][O:7][C:6]=2[CH:11]=1. Procedure details: Following the procedure as described in PREPARATION 2A and making non-critical variations using 7-chloro-2,3-dihydrobenzo[b][1,4]dioxin-6-ol to replace 3-bromophenol, and 1-(diphenylmethyl)-1H-indole-2,3-dione to replace 1-((5-(trifluoromethyl)furan-2-yl)methyl)indoline-2,3-dione, 3-(7-chloro-6-hydroxy-2,3-dihydro-1,4-benzodioxin-5-yl)-1-(diphenylmethyl)-3-hydroxy-1,3-dihydro-2H-indol-2-one was obtained (18%) as a colorless solid: MS (ES+) m/z 522.1 (M+23), 524.1 (M+23). Reactants: ClC=1C=CC=2N(C(C3=C(N(C2N1)CC)N=CC(=C3)CCC3=CC=NC=C3)=O)C (2-chloro-5,11-dihydro-11-ethyl-8-[2-(4-pyridyl)ethyl]-5-methyl-6H-dipyrido[3,2-b:2',3'-e][1,4]diazepin-6-one), [C-]#N.[Na+] (Sodium cyanide). The reagents and catalysts are C=1C=CC(=CC1)[P](C=2C=CC=CC2)(C=3C=CC=CC3)[Pd]([P](C=4C=CC=CC4)(C=5C=CC=CC5)C=6C=CC=CC6)([P](C=7C=CC=CC7)(C=8C=CC=CC8)C=9C=CC=CC9)[P](C=1C=CC=CC1)(C=1C=CC=CC1)C=1C=CC=CC1 (tetrakis(triphenylphosphine)palladium(0)). Run in C1(=CC=CC=C1)C (toluene). The product is C(#N)C=1C=CC=2N(C(C3=C(N(C2N1)CC)N=CC(=C3)CCC3=CC=NC=C3)=O)C (2-Cyano-5,11-dihydro-11-ethyl-8-[2-(4-pyridyl)ethyl]-5-methyl -6H-dipyrido-[3,2-b:2',3'-e][1,4]diazepin-6-one). Isolated yield 15.0%. As a reaction SMILES: Cl[C:2]1[CH:3]=[CH:4][C:5]2[N:6]([CH3:28])[C:7](=[O:27])[C:8]3[CH:18]=[C:17]([CH2:19][CH2:20][C:21]4[CH:26]=[CH:25][N:24]=[CH:23][CH:22]=4)[CH:16]=[N:15][C:9]=3[N:10]([CH2:13][CH3:14])[C:11]=2[N:12]=1.[C-:29]#[N:30].[Na+]>C1(C)C=CC=CC=1.C1C=CC([P]([Pd]([P](C2C=CC=CC=2)(C2C=CC=CC=2)C2C=CC=CC=2)([P](C2C=CC=CC=2)(C2C=CC=CC=2)C2C=CC=CC=2)[P](C2C=CC=CC=2)(C2C=CC=CC=2)C2C=CC=CC=2)(C2C=CC=CC=2)C2C=CC=CC=2)=CC=1>[C:29]([C:2]1[CH:3]=[CH:4][C:5]2[N:6]([CH3:28])[C:7](=[O:27])[C:8]3[CH:18]=[C:17]([CH2:19][CH2:20][C:21]4[CH:26]=[CH:25][N:24]=[CH:23][CH:22]=4)[CH:16]=[N:15][C:9]=3[N:10]([CH2:13][CH3:14])[C:11]=2[N:12]=1)#[N:30] |f:1.2,^1:42,44,63,82|. Reported procedure: A solution of 2-chloro-5,11-dihydro-11-ethyl-8-[2-(4-pyridyl)ethyl]-5-methyl-6H-dipyrido[3,2-b:2',3'-e][1,4]diazepin-6-one (78 mg, 0.2 mmol), Sodium cyanide impregnated alumina (2 g/4 g, 0.44 g, 4.5 mmol), and tetrakis(triphenylphosphine)palladium(0) (45 mg, 0.04 mmol) in 5 mL of toluene was heated at 100° C. under argon for 8 hours. The reaction mixture was filtered, and the collected solid was washed with ethyl acetate. The filtrate was concentrated to give a yellow oil, which was purified by ... Reactants: BrC1=NC(=CC(=C1)S(=O)(=O)C1=CC=C(C=C1)N)Br (4-(2,6-dibromopyridine-4-sulphonyl)-phenylamine), CN(CCNC)C (N,N,N'-trimethylethylenediamine). Solvent: O1CCOCC1 (dioxane). Conditions: time 20 hour. Product: NC1=CC=C(C=C1)S(=O)(=O)C1=CC(=NC(=C1)Br)N(CCN(C)C)C (N-[4-(4-aminobenzenesulphonyl)-6-bromopyridin-2-yl]-N,N',N'-trimethylethane-1,2-diamine). Isolated yield 99.0%. RXN SMILES: Br[C:2]1[CH:7]=[C:6]([S:8]([C:11]2[CH:16]=[CH:15][C:14]([NH2:17])=[CH:13][CH:12]=2)(=[O:10])=[O:9])[CH:5]=[C:4]([Br:18])[N:3]=1.[CH3:19][N:20]([CH3:25])[CH2:21][CH2:22][NH:23][CH3:24]>O1CCOCC1>[NH2:17][C:14]1[CH:15]=[CH:16][C:11]([S:8]([C:6]2[CH:5]=[C:4]([Br:18])[N:3]=[C:2]([N:23]([CH3:24])[CH2:22][CH2:21][N:20]([CH3:25])[CH3:19])[CH:7]=2)(=[O:10])=[O:9])=[CH:12][CH:13]=1. Procedure: 0.118 g (0.0003 mol) of 4-(2,6-dibromopyridine-4-sulphonyl)-phenylamine was dissolved in 5 ml of dioxane and treated with 0.39 ml of N,N,N'-trimethylethylenediamine. The mixture was stirred at room temperature for 20 hrs., the solvent was removed and the residue was chromatographed on silica gel with 5% methanol in dichloromethane. There was obtained 0.123 g (99%) of N-[4-(4-aminobenzenesulphonyl)-6-bromopyridin-2-yl]-N,N',N'-trimethylethane-1,2-diamine as a light yellow, amorphous solid. MS (IS... The reactants are OC1=C(C=C(C=C1)C(C)=O)OC (1-(4-Hydroxy-3-methoxyphenyl)-1-ethanone), C([O-])([O-])=O.[K+].[K+] (potassium carbonate), C(C1=CC=CC=C1)Br (benzyl bromide), CN(C=O)C (N,N-dimethylformamide). Reagents/catalysts: [I-].C(CCC)[N+](CCCC)(CCCC)CCCC (tetra-n-butylammonium iodide). Reaction conditions: time 1 hour. Yields the product NC1=C(C=C(C(=C1)OCC1=CC=CC=C1)OC)C(C)=O (1-[2-Amino-4-(benzyloxy)-5-methoxyphenyl]-1-ethanone). Yield: 77.0%. Reaction SMILES: [OH:1][C:2]1[CH:7]=[CH:6][C:5]([C:8](=[O:10])[CH3:9])=[CH:4][C:3]=1[O:11][CH3:12].C(=O)([O-])[O-].[K+].[K+].[CH2:19](Br)[C:20]1[CH:25]=[CH:24][CH:23]=[CH:22][CH:21]=1.C[N:28](C)C=O>[I-].C([N+](CCCC)(CCCC)CCCC)CCC>[NH2:28][C:6]1[CH:7]=[C:2]([O:1][CH2:19][C:20]2[CH:25]=[CH:24][CH:23]=[CH:22][CH:21]=2)[C:3]([O:11][CH3:12])=[CH:4][C:5]=1[C:8](=[O:10])[CH3:9] |f:1.2.3,6.7|. Procedure: 1-(4-Hydroxy-3-methoxyphenyl)-1-ethanone (20 g), potassium carbonate (18.3 g), tetra-n-butylammonium iodide (4.45 g), and benzyl bromide (17.3 ml) were dissolved in N,N-dimethylformamide (300 ml), and a reaction was allowed to proceed at 100° C. for one hr. The solvent was removed by distillation under the reduced pressure, and water was added to the residue, followed by extraction with ethyl acetate. The ethyl acetate layer was dried over sodium sulfate. Next, the solvent was removed by distill... Reactants: C(=O)([O-])[O-].[K+].[K+] (K2CO3), FC1=C(CBr)C(=CC(=C1)OC)F (2,6-difluoro-4-methoxybenzyl bromide), CN(C)C=O (DMF), COC1=C(C=C(C=C1C)N1S(C2=C(N(C1=O)CC1=C(C=C(C=C1F)F)F)C=CC=C2)(=O)=O)C (2-(4-methoxy-3,5-dimethylphenyl)-4-(2,4,6-trifluorobenzyl)-2H-1,2,4-benzothiadiazin-3(4H)-one 1,1-dioxide). Yields the product FC1=C(CN2C(N(S(C3=C2C=CC=C3)(=O)=O)C=3C=NC(=CC3)OC)=O)C(=CC(=C1)OC)F (4-(2,6-Difluoro-4-methoxybenzyl)-2-(6-methoxypyridin-3-yl)-2H-1,2,4-benzothiadiazin-3(4H)-one 1,1-dioxide). As a reaction SMILES: [C:1]([O-:4])([O-])=O.[K+].[K+].FC1C=C(OC)C=C(F)C=1CBr.[CH3:19][O:20][C:21]1C(C)=[CH:25][C:24]([N:28]2[C:33](=[O:34])[N:32]([CH2:35][C:36]3[C:41]([F:42])=[CH:40][C:39](F)=[CH:38][C:37]=3[F:44])[C:31]3[CH:45]=[CH:46][CH:47]=[CH:48][C:30]=3[S:29]2(=[O:50])=[O:49])=[CH:23][C:22]=1C.C[N:53](C=O)C>>[F:44][C:37]1[CH:38]=[C:39]([O:4][CH3:1])[CH:40]=[C:41]([F:42])[C:36]=1[CH2:35][N:32]1[C:31]2[CH:45]=[CH:46][CH:47]=[CH:48][C:30]=2[S:29](=[O:50])(=[O:49])[N:28]([C:24]2[CH:25]=[N:53][C:21]([O:20][CH3:19])=[CH:22][CH:23]=2)[C:33]1=[O:34] |f:0.1.2|. Reported procedure: The title compound (58 mg, 0.13 mmol) was prepared from (IntA15) (76 mg, 0.25 mmol), K2CO3 (104 mg, 0.75 mmol) and 2,6-difluoro-4-methoxybenzyl bromide (71 mg, 0.30 mmol) in DMF (2 mL) using the methods of (115). The reactants are Cl.C(C)(C)(C)C1=CC(=C(C=C1)CC=1NCCN1)C (2-[(4-t-Butyl-2-methylphenyl)methyl]-4,5-dihydro-1H-imidazole hydrochloride), C(C)(C)(C)C1=CC(=C(C=C1)CC#N)C (4-t-butyl-2-methylphenylacetonitrile). Product: Cl.CC1=C(C(=CC(=C1)C(C)C)C)CC=1NCCN1 (2-[(2,6-Dimethyl-4-isopropylphenyl)methyl]-4,5-dihydro-1H-imidazole hydrochloride). RXN SMILES: [ClH:1].[C:2]([C:6]1[CH:11]=[CH:10][C:9]([CH2:12][C:13]2[NH:14][CH2:15][CH2:16][N:17]=2)=[C:8]([CH3:18])[CH:7]=1)([CH3:5])([CH3:4])C.[C:19](C1C=CC(CC#N)=C(C)C=1)(C)(C)C>>[ClH:1].[CH3:18][C:8]1[CH:7]=[C:6]([CH:2]([CH3:4])[CH3:5])[CH:11]=[C:10]([CH3:19])[C:9]=1[CH2:12][C:13]1[NH:14][CH2:15][CH2:16][N:17]=1 |f:0.1,3.4|. Procedure: 2-[(4-t-Butyl-2-methylphenyl)methyl]-4,5-dihydro-1H-imidazole hydrochloride, from 4-t-butyl-2-methylphenylacetonitrile (Example 4e); white solid, mp 255° C., Anal. C15H22N2.HCl.0.25H2O: C, H, N.